This data is from the Open Reaction Database (ORD), a public repository of structured organic reaction records. The task is: describe an organic reaction: reactants, conditions, products, and yield Reactants: solution, Br (hydrogen bromide), C(C)(=O)O (acetic acid), OC(CCCCCCCN1C(N(C=CC1=O)C)=O)CO (3-(8,9-dihydroxynonyl)-1-methyluracil), C([O-])(O)=O.[Na+] (sodium bicarbonate). Run in ClCCl (dichloromethane), O (water). The product is C(C)(=O)OC(CCCCCCCN1C(N(C=CC1=O)C)=O)CBr (3-(8-acetoxy-9-bromononyl)-1-methyluracil). Yield: 97.0%. Reaction SMILES: [OH:1][CH:2]([CH2:19]O)[CH2:3][CH2:4][CH2:5][CH2:6][CH2:7][CH2:8][CH2:9][N:10]1[C:15](=[O:16])[CH:14]=[CH:13][N:12]([CH3:17])[C:11]1=[O:18].[BrH:21].[C:22]([OH:25])(=O)[CH3:23].C(=O)(O)[O-].[Na+]>ClCCl.O>[C:22]([O:1][CH:2]([CH2:19][Br:21])[CH2:3][CH2:4][CH2:5][CH2:6][CH2:7][CH2:8][CH2:9][N:10]1[C:15](=[O:16])[CH:14]=[CH:13][N:12]([CH3:17])[C:11]1=[O:18])(=[O:25])[CH3:23] |f:3.4|. Procedure: A mixture of 3-(8,9-dihydroxynonyl)-1-methyluracil (2.15 g, 7.6 mmol) and a 30% solution of hydrogen bromide in acetic acid (4.5 mL, 23 mmol) were stirred for 6 hours. The reaction mixture was added slowly to a mixture of sodium bicarbonate (8.4 g, 0.1 mol), water (30 mL), and dichloromethane (30 mL). The layers were separated, and the aqueous layer extracted with dichloromethane (3×40 mL). The combined organic layers were washed with aqueous saturated salt solution (20 mL) and dried over sodium... Starting materials: N1N=C(C2=C1C1=CC=CC=C1C2)C=2C=C(C=CC2)O (3-(1,4-dihydroindeno-[1,2-c]pyrazol-3-yl)phenol), C([O-])([O-])=O.[K+].[K+] (potassium carbonate), BrCC(=O)OCC (ethyl 2-bromoacetate), CN(C=O)C (dimethylformamide). The solvent is ClCCl (dichloromethane). Run at time 24 hour. Product: N1N=C(C2=C1C1=CC=CC=C1C2)C=2C=C(OCC(=O)OCC)C=CC2 (ethyl 3-(1,4-dihydroindeno[1,2-c]pyrazol-3-yl)phenoxyacetate). Reaction SMILES: [NH:1]1[C:5]2[C:6]3[C:11]([CH2:12][C:4]=2[C:3]([C:13]2[CH:14]=[C:15]([OH:19])[CH:16]=[CH:17][CH:18]=2)=[N:2]1)=[CH:10][CH:9]=[CH:8][CH:7]=3.C(=O)([O-])[O-].[K+].[K+].Br[CH2:27][C:28]([O:30][CH2:31][CH3:32])=[O:29].CN(C)C=O>ClCCl>[NH:1]1[C:5]2[C:6]3[C:11]([CH2:12][C:4]=2[C:3]([C:13]2[CH:14]=[C:15]([CH:16]=[CH:17][CH:18]=2)[O:19][CH2:27][C:28]([O:30][CH2:31][CH3:32])=[O:29])=[N:2]1)=[CH:10][CH:9]=[CH:8][CH:7]=3 |f:1.2.3|. Reported procedure: A mixture of 3-(1,4-dihydroindeno-[1,2-c]pyrazol-3-yl)phenol (2.4 g), anhydrous potassium carbonate (1.2 g), ethyl 2-bromoacetate (1.2 ml) and dry dimethylformamide (20 ml) was stirred at ambient temperature for 24 hours. The mixture was diluted with dichloromethane (200 ml), washed with water, then 1N sodium hydroxide solution. The organic layer was separated, dried, filtered and evaporated to give an oil which was purified by flash column chromatography on silica using ethyl acetate/petroleum ...